Dataset: the Open Reaction Database (ORD), a public repository of structured organic reaction records. Task: describe an organic reaction: reactants, conditions, products, and yield Reactants: COC1=C(C(=O)O)C=C(C(=C1)OC)OC (2,4,5-trimethoxybenzoic acid), S(=O)(Cl)Cl (thionyl chloride), ClCCl (dichloromethane), CO (methanol). Run in O (water), C(C)N(CC)CC (triethylamine). Run at time 1 hour. Product: COC1=C(C(=O)OC)C=C(C(=C1)OC)OC (methyl 2,4,5-trimethoxybenzoate). Isolated yield 65.0%. RXN SMILES: [CH3:1][O:2][C:3]1[CH:11]=[C:10]([O:12][CH3:13])[C:9]([O:14][CH3:15])=[CH:8][C:4]=1[C:5]([OH:7])=[O:6].S(Cl)(Cl)=O.Cl[CH2:21]Cl.CO>O.C(N(CC)CC)C>[CH3:1][O:2][C:3]1[CH:11]=[C:10]([O:12][CH3:13])[C:9]([O:14][CH3:15])=[CH:8][C:4]=1[C:5]([O:7][CH3:21])=[O:6]. Procedure: To 21.2 g of 2,4,5-trimethoxybenzoic acid, 30 ml of thionyl chloride were added at room temperature, followed by heating under reflux for 4 hours. The reaction mixture was thereafter distilled off under reduced pressure. To the residue so obtained, 50 ml of dichloromethane, 10 ml of methanol and 20 ml of triethylamine were added, followed by stirring under ice cooling for one hour. After the completion of the reaction, water was added to the reaction mixture, followed by extraction with chlorofo... Reactants: CC1=CC=C(OC2C(C2C(=O)O)(C)C)C=C1 (3-(4-methylphenoxy)-2,2-dimethylcyclopropanecarboxylic acid), CS(=O)(=O)OC(C1=CC(=C(C=C1)F)OC1=CC=CC=C1)C#N (α-cyano-4-fluoro-3-phenoxybenzyl methanesulfonate). The product is CC1=CC=C(OC2C(C2C(=O)OC(C2=CC(=C(C=C2)F)OC2=CC=CC=C2)C#N)(C)C)C=C1 (α-cyano-4-fluoro-3-phenoxybenzyl 3-(4-methylphenoxy)-2,2-dimethylcyclopropanecarboxylate). Reaction SMILES: [CH3:1][C:2]1[CH:16]=[CH:15][C:5]([O:6][CH:7]2[CH:9]([C:10]([OH:12])=[O:11])[C:8]2([CH3:14])[CH3:13])=[CH:4][CH:3]=1.CS(O[CH:22]([C:37]#[N:38])[C:23]1[CH:28]=[CH:27][C:26]([F:29])=[C:25]([O:30][C:31]2[CH:36]=[CH:35][CH:34]=[CH:33][CH:32]=2)[CH:24]=1)(=O)=O>>[CH3:1][C:2]1[CH:16]=[CH:15][C:5]([O:6][CH:7]2[CH:9]([C:10]([O:12][CH:22]([C:37]#[N:38])[C:23]3[CH:28]=[CH:27][C:26]([F:29])=[C:25]([O:30][C:31]4[CH:36]=[CH:35][CH:34]=[CH:33][CH:32]=4)[CH:24]=3)=[O:11])[C:8]2([CH3:14])[CH3:13])=[CH:4][CH:3]=1. Procedure: Following the procedure of Example 2, 3-(4-methylphenoxy)-2,2-dimethylcyclopropanecarboxylic acid is reacted with α-cyano-4-fluoro-3-phenoxybenzyl methanesulfonate to yield α-cyano-4-fluoro-3-phenoxybenzyl 3-(4-methylphenoxy)-2,2-dimethylcyclopropanecarboxylate. Reactants: BrC=1C=C(C=NC1)N1C2CN3CC(CC(C1)C3)C2 (4-(5-Bromopyridin-3-yl)-1,4-diazatricyclo[4.3.1.13,8]undecane), COC1=CC=C(C=C1)B(O)O (4-methoxyphenylboronic acid). The product is COC1=CC=C(C=C1)C=1C=C(C=NC1)N1C2CN3CC(CC(C1)C3)C2 (4-[5-(4-methoxyphenyl)pyridin-3-yl]-1,4-diazatricyclo[4.3.1.13,8]undecane). As a reaction SMILES: Br[C:2]1[CH:3]=[C:4]([N:8]2[CH2:16][CH:15]3[CH2:17][N:11]4[CH2:12][CH:13]([CH2:18][CH:9]2[CH2:10]4)[CH2:14]3)[CH:5]=[N:6][CH:7]=1.[CH3:19][O:20][C:21]1[CH:26]=[CH:25][C:24](B(O)O)=[CH:23][CH:22]=1>>[CH3:19][O:20][C:21]1[CH:26]=[CH:25][C:24]([C:2]2[CH:3]=[C:4]([N:8]3[CH2:16][CH:15]4[CH2:17][N:11]5[CH2:12][CH:13]([CH2:18][CH:9]3[CH2:10]5)[CH2:14]4)[CH:5]=[N:6][CH:7]=2)=[CH:23][CH:22]=1. Procedure: The title compound was prepared from the product of Example 65A and 4-methoxyphenylboronic acid according to General Method B: LC-MS Method D (ESI+) m/z 336.0 (M+H)+, retention time 1.32 minutes. The reactants are C(=O)C=1C(=CC(=C(C(=O)N2CC(C2)C2=CC=C(C#N)C=C2)C1)C)C (4-(1-(5-formyl-2,4-dimethylbenzoyl)azetidin-3-yl)benzonitrile), C(=O)C=1C(=CC(=C(C(=O)N2CC(C2)C2=CC=C(C#N)C=C2)C1)C)C (4-(1-(5-formyl-2,4-dimethylbenzoyl)azetidin-3-yl)benzonitrile), O1CCN(CC1)C1=CC(=C(C=N1)N)N (6-Morpholinopyridine-3,4-diamine), O1CCN(CC1)C1=CC(=C(C=N1)N)N (6-Morpholinopyridine-3,4-diamine), NH4OAc, C([O-])(O)=O.[Na+] (sodium bicarbonate). Solvent: C(C)O (ethanol). Conditions: temperature 70 celsius, time 3 day. The product is CC1=C(C(=O)N2CC(C2)C2=CC=C(C#N)C=C2)C=C(C(=C1)C)C1=NC2=C(C=NC(=C2)N2CCOCC2)N1 (4-(1-(2,4-Dimethyl-5-(6-morpholino-3H-imidazo[4,5-c]pyridin-2-yl)benzoyl)azetidin-3-yl)benzonitrile). Isolated yield 38.2%. As a reaction SMILES: [CH:1]([C:3]1[C:4]([CH3:24])=[CH:5][C:6]([CH3:23])=[C:7]([CH:22]=1)[C:8]([N:10]1[CH2:13][CH:12]([C:14]2[CH:21]=[CH:20][C:17]([C:18]#[N:19])=[CH:16][CH:15]=2)[CH2:11]1)=[O:9])=O.[O:25]1[CH2:30][CH2:29][N:28]([C:31]2[N:36]=[CH:35][C:34]([NH2:37])=[C:33]([NH2:38])[CH:32]=2)[CH2:27][CH2:26]1.C(=O)(O)[O-].[Na+]>C(O)C>[CH3:23][C:6]1[CH:5]=[C:4]([CH3:24])[C:3]([C:1]2[NH:37][C:34]3[CH:35]=[N:36][C:31]([N:28]4[CH2:29][CH2:30][O:25][CH2:26][CH2:27]4)=[CH:32][C:33]=3[N:38]=2)=[CH:22][C:7]=1[C:8]([N:10]1[CH2:11][CH:12]([C:14]2[CH:21]=[CH:20][C:17]([C:18]#[N:19])=[CH:16][CH:15]=2)[CH2:13]1)=[O:9] |f:2.3|. Procedure details: Into a 50-mL round-bottom flask, was placed a solution of 4-(1-(5-formyl-2,4-dimethylbenzoyl)azetidin-3-yl)benzonitrile (compound 151.4, 159 mg, 0.50 mmol) in ethanol (16 mL). 6-Morpholinopyridine-3,4-diamine (compound 151.2, 194 mg, 1.00 mmol) and NH4OAc (308 mg, 4.00 mmol) were added to the reaction. The reaction mixture was stirred for 3 days at 70° C. under air. The pH of the solution was adjusted to 8-9 with sodium bicarbonate (sat.). The reaction mixture was extracted with 1×100 mL of ethy... The product is C(C)(C)(C)OC(=O)N1CCC(CC1)(C(=O)OCC)CC1=NC=CC(=C1)C (Ethyl N-tert-butoxycarbonyl-4-(4-methylpyridin-2-ylmethyl)piperidine-4-carboxylate). Reaction conditions: time 8 hour. Starting materials: C(C)(C)(C)OC(=O)N1CCC(CC1)C(=O)OCC (ethyl N-tert-butoxycarbonyl-piperidine-4-carboxylate), C[Si](C)(C)[N-][Si](C)(C)C.[Na+] (sodium bis(trimethylsilyl)amide), ClCC1=NC=CC(=C1)C (2-chloromethyl-4-methylpyridine), resultant mixture. Procedure: To a cold (-78° C.) solution of ethyl N-tert-butoxycarbonyl-piperidine-4-carboxylate (5.1 g, 19.8 mmol; Example 30, Step A) in anhydrous THF (50 mL), a solution of solution of sodium bis(trimethylsilyl)amide (20 mL, 1M, 20 mmol) was added over a period of 15 min. The resultant mixture was stirred at -78° C. for 1 h., and 2-chloromethyl-4-methylpyridine (3.5 g, 24.7 mmol) was added. The reacting mixture was allowed to warm to room temp. and stirred overnight. The product mixture was diluted with ... As a reaction SMILES: [C:1]([O:5][C:6]([N:8]1[CH2:13][CH2:12][CH:11]([C:14]([O:16][CH2:17][CH3:18])=[O:15])[CH2:10][CH2:9]1)=[O:7])([CH3:4])([CH3:3])[CH3:2].C[Si]([N-][Si](C)(C)C)(C)C.[Na+].Cl[CH2:30][C:31]1[CH:36]=[C:35]([CH3:37])[CH:34]=[CH:33][N:32]=1>C1COCC1.ClCCl>[C:1]([O:5][C:6]([N:8]1[CH2:13][CH2:12][C:11]([CH2:30][C:31]2[CH:36]=[C:35]([CH3:37])[CH:34]=[CH:33][N:32]=2)([C:14]([O:16][CH2:17][CH3:18])=[O:15])[CH2:10][CH2:9]1)=[O:7])([CH3:4])([CH3:3])[CH3:2] |f:1.2|. Run in C1CCOC1 (THF), ClCCl (dichloromethane). Reactants: CO, CC(=O)[O-], CC1(C)CCCC(=O)C1, Cl, NO, [Na+], O. The product is CC1(C)CCCC(=NO)C1. RXN SMILES: [CH3:19][OH:20].[CH3:5][C:6](=[O:7])[O-:8].[CH3:9][C:10]1([CH3:17])[CH2:11][C:12](=[O:16])[CH2:13][CH2:14][CH2:15]1.[ClH:1].[NH2:2][OH:3].[Na+:4].[OH2:18]>>[N:2]([OH:3])=[C:12]1[CH2:11][C:10]([CH3:9])([CH3:17])[CH2:15][CH2:14][CH2:13]1. The reactants are [BH-](OC(=O)C)(OC(=O)C)OC(=O)C.[Na+] (Na(OAc)3BH), FC(C=1C=CC2=C(SC(=C2)C(=O)N2CC(C2)=O)C1)(F)F (1-(6-Trifluoromethyl-benzo[b]thiophene-2-carbonyl)-azetidin-3-one), C(=O)(OC(C)(C)C)NCCN (N-Boc-ethylenediamine), C(C)(=O)O (acetic acid). The solvent is ClCCCl (1,2-dichloroethane). Conditions: time 8 hour. Product: C(C)(C)(C)OC(NCCNC1CN(C1)C(=O)C1=CC2=C(S1)C=C(C=C2)C(F)(F)F)=O ({2-[1-(6-Trifluoromethyl-benzo[b]thiophene-2-carbonyl)-azetidin-3-ylamino]-ethyl}-carbamic acid tert-butyl ester). The yield is 32.7%. RXN SMILES: [F:1][C:2]([F:20])([F:19])[C:3]1[CH:4]=[CH:5][C:6]2[CH:10]=[C:9]([C:11]([N:13]3[CH2:16][C:15](=O)[CH2:14]3)=[O:12])[S:8][C:7]=2[CH:18]=1.[C:21]([NH:28][CH2:29][CH2:30][NH2:31])([O:23][C:24]([CH3:27])([CH3:26])[CH3:25])=[O:22].C(O)(=O)C.[BH-](OC(C)=O)(OC(C)=O)OC(C)=O.[Na+]>ClCCCl>[C:24]([O:23][C:21](=[O:22])[NH:28][CH2:29][CH2:30][NH:31][CH:15]1[CH2:16][N:13]([C:11]([C:9]2[S:8][C:7]3[CH:18]=[C:3]([C:2]([F:20])([F:19])[F:1])[CH:4]=[CH:5][C:6]=3[CH:10]=2)=[O:12])[CH2:14]1)([CH3:27])([CH3:25])[CH3:26] |f:3.4|. Procedure details: To a mixture of 1e (62 mg, 0.207 mmol), N-Boc-ethylenediamine 1f (100 mg, 0.62 mmol), and acetic acid (0.3 mL) in 1,2-dichloroethane (3 mL) was added Na(OAc)3BH (53 mg, 0.25 mmol). The reaction mixture was stirred at room temperature overnight, and was then quenched with aq. NaHCO3. The resulting mixture was extracted with CH2Cl2. The organic solution was dried over Na2SO4 and concentrated. Purification by column chromatography (silica gel, 4% MeOH/CH2Cl2) gave intermediate 1g as colorless oil (...